Dataset: the Open Reaction Database (ORD), a public repository of structured organic reaction records. Task: describe an organic reaction: reactants, conditions, products, and yield Starting materials: FC(C1=NC2=C(N1C1=NC(=NC(=N1)N1CCOCC1)NC1CCN(CC1)C(=O)OC(C)(C)C)C=CC=C2OC)F (tert-butyl 4-{[4-[2-(difluoromethyl)-4-methoxy-1H-benzimidazol-1-yl]-6-(4-morpholinyl)-1,3,5-triazin-2-yl]amino}-1-piperidinecarboxylate), [H-].[Na+] (NaH), IC (iodomethane), O (water). Solvent: CN(C)C=O (DMF), C(Cl)Cl.CCOC(=O)C (CH2Cl2 EtOAc), C(Cl)Cl (CH2Cl2). Product: FC(C1=NC2=C(N1C1=NC(=NC(=N1)N1CCOCC1)N(C1CCN(CC1)C(=O)OC(C)(C)C)C)C=CC=C2OC)F (tert-butyl 4-[[4-[2-(difluoromethyl)-4-methoxy-1H-benzimidazol-1-yl]-6-(4-morpholinyl)-1,3,5-triazin-2-yl](methyl)amino]-1-piperidinecarboxylate). Isolated yield 93.0%. Reaction SMILES: [F:1][CH:2]([F:40])[C:3]1[N:7]([C:8]2[N:13]=[C:12]([N:14]3[CH2:19][CH2:18][O:17][CH2:16][CH2:15]3)[N:11]=[C:10]([NH:20][CH:21]3[CH2:26][CH2:25][N:24]([C:27]([O:29][C:30]([CH3:33])([CH3:32])[CH3:31])=[O:28])[CH2:23][CH2:22]3)[N:9]=2)[C:6]2[CH:34]=[CH:35][CH:36]=[C:37]([O:38][CH3:39])[C:5]=2[N:4]=1.[H-].[Na+].I[CH3:44].O>CN(C=O)C.C(Cl)Cl.C(Cl)Cl.CCOC(C)=O>[F:40][CH:2]([F:1])[C:3]1[N:7]([C:8]2[N:13]=[C:12]([N:14]3[CH2:19][CH2:18][O:17][CH2:16][CH2:15]3)[N:11]=[C:10]([N:20]([CH3:44])[CH:21]3[CH2:22][CH2:23][N:24]([C:27]([O:29][C:30]([CH3:33])([CH3:32])[CH3:31])=[O:28])[CH2:25][CH2:26]3)[N:9]=2)[C:6]2[CH:34]=[CH:35][CH:36]=[C:37]([O:38][CH3:39])[C:5]=2[N:4]=1 |f:1.2,7.8|. Reported procedure: A solution of 0.30 g (5.4 mmol) of tert-butyl 4-{[4-[2-(difluoromethyl)-4-methoxy-1H-benzimidazol-1-yl]-6-(4-morpholinyl)-1,3,5-triazin-2-yl]amino}-1-piperidinecarboxylate in 10 mL of DMF was treated sequentially with excess NaH and iodomethane at room temperature for 2 hrs. Dilution with water and workup in CH2Cl2, followed by chromatography on silica eluting with CH2Cl2/EtOAc (4:1) gave 0.286 g (93% yield) of tert-butyl 4-[[4-[2-(difluoromethyl)-4-methoxy-1H-benzimidazol-1-yl]-6-(4-morpholinyl...